This data is from the Open Reaction Database (ORD), a public repository of structured organic reaction records. The task is: describe an organic reaction: reactants, conditions, products, and yield Reactants: Cl.CN(CCCN=C=NCC)C (N-(3-dimethylaminopropyl)-N′-ethylcarbodiimide hydrochloride), ON1N=NC2=C1C=CC=C2 (1-hydroxybenzotriazole), FC(CN1CCC(CC1)N)(F)F (1-(2,2,2-trifluoroethyl)piperidin-4-amine), CN1CCOCC1 (4-methylmorpholine), C1(=CC=CC=C1)C1=NC=C(C=C1)C(=O)O (2-phenyl-5-pyridinecarboxylic acid). Run in CN(C(C)=O)C (N,N-dimethylacetamide), O (water). Run at time 1 hour. Product: C1(=CC=CC=C1)C1=NC=C(C(=O)NC2CCN(CC2)CC(F)(F)F)C=C1 (6-Phenyl-N-[1-(2,2,2-trifluoroethyl)piperidin-4-yl]nicotinamide). The yield is 84.6%. RXN SMILES: [C:1]1([C:7]2[CH:12]=[CH:11][C:10]([C:13]([OH:15])=O)=[CH:9][N:8]=2)[CH:6]=[CH:5][CH:4]=[CH:3][CH:2]=1.Cl.CN(C)CCCN=C=NCC.ON1C2C=CC=CC=2N=N1.[F:38][C:39]([F:49])([F:48])[CH2:40][N:41]1[CH2:46][CH2:45][CH:44]([NH2:47])[CH2:43][CH2:42]1.CN1CCOCC1>CN(C)C(=O)C.O>[C:1]1([C:7]2[CH:12]=[CH:11][C:10]([C:13]([NH:47][CH:44]3[CH2:45][CH2:46][N:41]([CH2:40][C:39]([F:49])([F:38])[F:48])[CH2:42][CH2:43]3)=[O:15])=[CH:9][N:8]=2)[CH:2]=[CH:3][CH:4]=[CH:5][CH:6]=1 |f:1.2|. Reported procedure: To a 250 mL 3-necked flask containing 2-phenyl-5-pyridinecarboxylic acid (2.75 g, 13.8 mmol) in N,N-dimethylacetamide (DMA, 35 mL) was added N-(3-dimethylaminopropyl)-N′-ethylcarbodiimide hydrochloride (EDAC/EDC*HCl, 2.95 g, 15.2 mmol), 1-hydroxybenzotriazole (HOBt. 1.89 g, 13.8 mmol), 1-(2,2,2-trifluoroethyl)piperidin-4-amine (3.36 g, 15.2 mmol) and 4-methylmorpholine (NMM, 3.8 mL, 34.5 mmol). After stirring at room temperature for 1 hour, the reaction was diluted with water (˜200 mL) and the r... Procedure details: Z-Leu-OH (1 equivalent), H-Leu-Pro-OMe (1 equivalent) synthesized in (a) and TEA (1 equivalent) were dissolved in dry methylene chloride, and WSCD (1 equivalent) was added under cooling with ice. Thereafter, the mixture was stirred at room temperature for 20 hours, and the reaction mixture was washed successively with IN HCl, water, saturated aqueous sodium bicarbonate, water and saturated brine. After drying over anhydrous magnesium sulfate, the solvent was distilled off under vacuum. The resul... The reactants are N([C@@H](CC(C)C)C(=O)O)C(=O)OCC1=CC=CC=C1 (Z-Leu-OH), N[C@@H](CC(C)C)C(=O)N1[C@H](C(=O)OC)CCC1 (H-Leu-Pro-OMe), N([C@@H](C(C)C)C(=O)O)C(=O)OCC1=CC=CC=C1 (Z-Val-OH), TEA. Reaction conditions: time 20 hour. The product is N([C@@H](CC(C)C)C(=O)N[C@@H](CC(C)C)C(=O)N1[C@H](C(=O)OC)CCC1)C(=O)OCC1=CC=CC=C1 (Z-Leu-Leu-Pro-OMe). RXN SMILES: [NH:1]([C:10]([O:12][CH2:13][C:14]1[CH:19]=[CH:18][CH:17]=[CH:16][CH:15]=1)=[O:11])[C@H:2]([C:7]([OH:9])=O)[CH2:3][CH:4]([CH3:6])[CH3:5].[NH2:20][C@H:21]([C:26]([N:28]1[CH2:36][CH2:35][CH2:34][C@H:29]1[C:30]([O:32][CH3:33])=[O:31])=[O:27])[CH2:22][CH:23]([CH3:25])[CH3:24].N(C(OCC1C=CC=CC=1)=O)[C@H](C(O)=O)C(C)C>C(Cl)Cl>[NH:1]([C:10]([O:12][CH2:13][C:14]1[CH:19]=[CH:18][CH:17]=[CH:16][CH:15]=1)=[O:11])[C@H:2]([C:7]([NH:20][C@H:21]([C:26]([N:28]1[CH2:36][CH2:35][CH2:34][C@H:29]1[C:30]([O:32][CH3:33])=[O:31])=[O:27])[CH2:22][CH:23]([CH3:24])[CH3:25])=[O:9])[CH2:3][CH:4]([CH3:5])[CH3:6]. Run in C(Cl)Cl (methylene chloride). The reactants are BrCCCBr, N#Cc1ccc(O)c(F)c1, [K+], [K+], O=C([O-])[O-], CN(C)C=O. Yields the product N#Cc1ccc(OCCCBr)c(F)c1. RXN SMILES: [Br:17][CH2:18][CH2:19][CH2:20][Br:21].[C:1](#[N:2])[c:3]1[cH:4][c:5]([F:10])[c:6]([OH:9])[cH:7][cH:8]1.[K+:11].[K+:12].[O-:13][C:14]([O-:15])=[O:16].[O:22]=[CH:23][N:24]([CH3:25])[CH3:26]>>[C:1](#[N:2])[c:3]1[cH:4][c:5]([F:10])[c:6]([O:9][CH2:20][CH2:19][CH2:18][Br:17])[cH:7][cH:8]1. The reactants are COc1ccc(OC)c(N)c1, Cc1cc(Cl)nc(-c2ccccn2)n1. Product: COc1ccc(OC)c(Nc2cc(C)nc(-c3ccccn3)n2)c1. As a reaction SMILES: [CH3:15][O:16][c:17]1[c:18]([NH2:19])[cH:20][c:21]([O:24][CH3:25])[cH:22][cH:23]1.[Cl:1][c:2]1[n:3][c:4](-[c:9]2[n:10][cH:11][cH:12][cH:13][cH:14]2)[n:5][c:6]([CH3:8])[cH:7]1>>[c:2]1([NH:19][c:18]2[c:17]([O:16][CH3:15])[cH:23][cH:22][c:21]([O:24][CH3:25])[cH:20]2)[n:3][c:4](-[c:9]2[n:10][cH:11][cH:12][cH:13][cH:14]2)[n:5][c:6]([CH3:8])[cH:7]1. Reactants: CCOP(=O)(CC#N)OCC, C1CCOC1, COc1ccc(COCC(=O)c2ncc(-c3ncnc4c3ccn4COCC[Si](C)(C)C)s2)cc1, CC(C)(C)[O-], [K+]. RXN SMILES: [C:7](#[N:8])[CH2:9][P:10](=[O:11])([O:12][CH2:13][CH3:14])[O:15][CH2:16][CH3:17].[CH2:53]1[O:54][CH2:55][CH2:56][CH2:57]1.[CH3:18][O:19][c:20]1[cH:21][cH:22][c:23]([CH2:24][O:25][CH2:26][C:27](=[O:28])[c:29]2[s:30][c:31](-[c:34]3[c:35]4[c:36]([n:37][cH:38][n:39]3)[n:40]([CH2:43][O:44][CH2:45][CH2:46][Si:47]([CH3:48])([CH3:49])[CH3:50])[cH:41][cH:42]4)[cH:32][n:33]2)[cH:51][cH:52]1.[CH3:1][C:2]([CH3:3])([O-:4])[CH3:5].[K+:6]>>[C:7](#[N:8])[CH:9]=[C:27]([CH2:26][O:25][CH2:24][c:23]1[cH:22][cH:21][c:20]([O:19][CH3:18])[cH:52][cH:51]1)[c:29]1[s:30][c:31](-[c:34]2[c:35]3[c:36]([n:37][cH:38][n:39]2)[n:40]([CH2:43][O:44][CH2:45][CH2:46][Si:47]([CH3:48])([CH3:49])[CH3:50])[cH:41][cH:42]3)[cH:32][n:33]1. The product is COc1ccc(COCC(=CC#N)c2ncc(-c3ncnc4c3ccn4COCC[Si](C)(C)C)s2)cc1. Starting materials: CCc1c(C(=O)C(N)=O)c2c(OCC(=O)OC)cc3c(c2n1Cc1ccccc1)CCC3, CO, [Li+], C1CCOC1, [OH-]. Product: CCc1c(C(=O)C(N)=O)c2c(OCC(=O)O)cc3c(c2n1Cc1ccccc1)CCC3. Reaction SMILES: [CH3:1][O:2][C:3]([CH2:4][O:5][c:6]1[c:7]2[c:8]([C:27]([C:28](=[O:29])[NH2:30])=[O:31])[c:9]([CH2:25][CH3:26])[n:10]([CH2:18][c:19]3[cH:20][cH:21][cH:22][cH:23][cH:24]3)[c:11]2[c:12]2[c:13]([cH:14]1)[CH2:15][CH2:16][CH2:17]2)=[O:32].[CH3:35][OH:36].[Li+:33].[O:37]1[CH2:38][CH2:39][CH2:40][CH2:41]1.[OH-:34]>>[O:2]=[C:3]([CH2:4][O:5][c:6]1[c:7]2[c:8]([C:27]([C:28](=[O:29])[NH2:30])=[O:31])[c:9]([CH2:25][CH3:26])[n:10]([CH2:18][c:19]3[cH:20][cH:21][cH:22][cH:23][cH:24]3)[c:11]2[c:12]2[c:13]([cH:14]1)[CH2:15][CH2:16][CH2:17]2)[OH:32]. Reactants: ClC1=C(C(=O)O)C=C(C(=C1Cl)F)F (2,3-dichloro-4,5-difluorobenzoic acid), CN(C=O)C (dimethylformamide), S(=O)(Cl)Cl (thionyl chloride). Product: ClC1=C(C(=O)Cl)C=C(C(=C1Cl)F)F (2,3-Dichloro-4,5-difluorobenzoyl chloride). As a reaction SMILES: [Cl:1][C:2]1[C:10]([Cl:11])=[C:9]([F:12])[C:8]([F:13])=[CH:7][C:3]=1[C:4](O)=[O:5].CN(C)C=O.S(Cl)([Cl:21])=O>>[Cl:1][C:2]1[C:10]([Cl:11])=[C:9]([F:12])[C:8]([F:13])=[CH:7][C:3]=1[C:4]([Cl:21])=[O:5]. Procedure: A solution of 2,3-dichloro-4,5-difluorobenzoic acid (9.3 g) and dimethylformamide (0.013 ml) in thionyl chloride (40 ml) was refluxed for 2.5 hours, and then concentrated. The resulting residue was purified by distillation in nitrogen atmosphere to give the title compound (8.7 g) as pale yellow oil, bp 123°-126° C./40 mmHg.